This data is from the Open Reaction Database (ORD), a public repository of structured organic reaction records. The task is: describe an organic reaction: reactants, conditions, products, and yield Reactants: O=C([O-])[O-], CS(=O)(=O)O, CC(C)=O, COc1cc(C(=O)N2CCC(CCN3CCC(C(=O)c4nc5ccccc5[nH]4)CC3)(c3ccc(Cl)c(Cl)c3)C2)cc(OC)c1OC, ClCc1ccccn1, Cl, [K+], [K+], O. Yields the product COc1cc(C(=O)N2CCC(CCN3CCC(C(=O)c4nc5ccccc5n4Cc4ccccn4)CC3)(c3ccc(Cl)c(Cl)c3)C2)cc(OC)c1OC. RXN SMILES: [C:61](=[O:62])([O-:63])[O-:64].[CH3:1][S:2]([OH:3])(=[O:4])=[O:5].[CH3:67][C:68](=[O:69])[CH3:70].[CH3:6][O:7][c:8]1[cH:9][c:10]([C:11](=[O:12])[N:13]2[CH2:14][C:15]([c:18]3[cH:19][c:20]([Cl:25])[c:21]([Cl:24])[cH:22][cH:23]3)([CH2:26][CH2:27][N:28]3[CH2:29][CH2:30][CH:31]([C:34](=[O:35])[c:36]4[n:37][c:38]5[c:39]([nH:40]4)[cH:41][cH:42][cH:43][cH:44]5)[CH2:32][CH2:33]3)[CH2:16][CH2:17]2)[cH:45][c:46]([O:50][CH3:51])[c:47]1[O:48][CH3:49].[Cl:53][CH2:54][c:55]1[n:56][cH:57][cH:58][cH:59][cH:60]1.[ClH:52].[K+:65].[K+:66].[OH2:71]>>[CH3:6][O:7][c:8]1[cH:9][c:10]([C:11](=[O:12])[N:13]2[CH2:14][C:15]([c:18]3[cH:19][c:20]([Cl:25])[c:21]([Cl:24])[cH:22][cH:23]3)([CH2:26][CH2:27][N:28]3[CH2:29][CH2:30][CH:31]([C:34](=[O:35])[c:36]4[n:37]([CH2:54][c:55]5[n:56][cH:57][cH:58][cH:59][cH:60]5)[c:38]5[c:39]([n:40]4)[cH:41][cH:42][cH:43][cH:44]5)[CH2:32][CH2:33]3)[CH2:16][CH2:17]2)[cH:45][c:46]([O:50][CH3:51])[c:47]1[O:48][CH3:49]. The reactants are CC(C)Cc1cc(C=O)n(C(C)(C)C)n1, COc1ccc(N2CCN(CCN)CC2)cc1. Yields the product COc1ccc(N2CCN(CCNCc3cc(CC(C)C)nn3C(C)(C)C)CC2)cc1. RXN SMILES: [C:18]([CH3:19])([CH3:20])([CH3:21])[n:22]1[n:23][c:24]([CH2:29][CH:30]([CH3:31])[CH3:32])[cH:25][c:26]1[CH:27]=[O:28].[CH3:1][O:2][c:3]1[cH:4][cH:5][c:6]([N:9]2[CH2:10][CH2:11][N:12]([CH2:15][CH2:16][NH2:17])[CH2:13][CH2:14]2)[cH:7][cH:8]1>>[CH3:1][O:2][c:3]1[cH:4][cH:5][c:6]([N:9]2[CH2:10][CH2:11][N:12]([CH2:15][CH2:16][NH:17][CH2:27][c:26]3[n:22]([C:18]([CH3:19])([CH3:20])[CH3:21])[n:23][c:24]([CH2:29][CH:30]([CH3:31])[CH3:32])[cH:25]3)[CH2:13][CH2:14]2)[cH:7][cH:8]1. Reactants: ClC1=CC=C(C=C1)SCl (p-chlorophenylsulfenyl chloride), ClC1=CC=C(C=C1)C=1NC=CC1[N+](=O)[O-] (2-(p-chlorophenyl)-3-nitropyrrole). Run in C(Cl)Cl (methylene chloride), C(Cl)Cl (methylene chloride), C(Cl)Cl (methylene chloride). Reaction conditions: temperature 0 celsius, time 3 hour. Product: ethyl acetate hexanes, ClC1=CC=C(C=C1)C=1NC(=CC1[N+](=O)[O-])SC1=CC=C(C=C1)Cl (2-(p-Chlorophenyl)-5-[(p-chlorophenyl)thio]-3-nitropyrrole). Isolated yield 29.8%. RXN SMILES: [Cl:1][C:2]1[CH:7]=[CH:6][C:5]([C:8]2[NH:9][CH:10]=[CH:11][C:12]=2[N+:13]([O-:15])=[O:14])=[CH:4][CH:3]=1.[Cl:16][C:17]1[CH:22]=[CH:21][C:20]([S:23]Cl)=[CH:19][CH:18]=1>C(Cl)Cl>[Cl:1][C:2]1[CH:3]=[CH:4][C:5]([C:8]2[NH:9][C:10]([S:23][C:20]3[CH:21]=[CH:22][C:17]([Cl:16])=[CH:18][CH:19]=3)=[CH:11][C:12]=2[N+:13]([O-:15])=[O:14])=[CH:6][CH:7]=1. Procedure details: A solution of 2-(p-chlorophenyl)-3-nitropyrrole (4.88 g, 21.9 mmol) in methylene chloride is cooled to 0° C., treated dropwise over 30 minutes with a solution of p-chlorophenylsulfenyl chloride (4.32 g, 24 mmol) in methylene chloride, stirred at 0° C. for 3 hours, stirred overnight at room temperature, diluted with methylene chloride, washed sequentially with water, saturated sodium bicarbonate solution and brine, dried over anhydrous magnesium sulfate and concentrated in vacuo to obtain a dark ... Starting materials: ClC1=C2C(=NC=N1)N(N=C2)C2=NC=CC=C2C (4-chloro-1-(3-methylpyridin-2-yl)-1H-pyrazolo[3,4-d]pyrimidine), Cl (HCl), [H-].[Na+] (Sodium hydride), O[C@H](C(=O)OC)COC(C)C ((S)-methyl 2-hydroxy-3-isopropoxypropanoate). Solvent: C1CCOC1 (THF), C1CCOC1 (THF). Reaction conditions: temperature 5 celsius, time 10 minute. Yields the product C(C)(C)OC[C@@H](C(=O)OC)OC1=C2C(=NC=N1)N(N=C2)C2=NC=CC=C2C ((2S)-methyl 3-isopropoxy-2-(1-(3-methylpyridin-2-yl)-1H-pyrazolo[3,4-d]pyrimidin-4-yloxy)propanoate). The yield is 79.2%. RXN SMILES: [H-].[Na+].[OH:3][C@@H:4]([CH2:9][O:10][CH:11]([CH3:13])[CH3:12])[C:5]([O:7][CH3:8])=[O:6].Cl[C:15]1[N:20]=[CH:19][N:18]=[C:17]2[N:21]([C:24]3[C:29]([CH3:30])=[CH:28][CH:27]=[CH:26][N:25]=3)[N:22]=[CH:23][C:16]=12.Cl>C1COCC1>[CH:11]([O:10][CH2:9][C@H:4]([O:3][C:15]1[N:20]=[CH:19][N:18]=[C:17]2[N:21]([C:24]3[C:29]([CH3:30])=[CH:28][CH:27]=[CH:26][N:25]=3)[N:22]=[CH:23][C:16]=12)[C:5]([O:7][CH3:8])=[O:6])([CH3:13])[CH3:12] |f:0.1|. Reported procedure: 60% Sodium hydride (0.720 g, 18.00 mmol) was added to a solution of (S)-methyl 2-hydroxy-3-isopropoxypropanoate (2.353 g, 12.00 mmol) in anhydrous THF (100 mL) at 5° C., under nitrogen. The resulting suspension was stirred at 5° C. for 10 minutes and then a solution of 4-chloro-1-(3-methylpyridin-2-yl)-1H-pyrazolo[3,4-d]pyrimidine (Intermediate J4) (2.95 g, 12 mmol) in dry THF (50 mL) was added dropwise maintaining a temperature below 5° C. The reaction mixture was stirred at 5° C. for 10 mins a... The reactants are BrC=1C=CC=C2C(=CC(=NC12)C)C(=O)O (8-bromo-2-methylquinoline4-carboxylic acid), S(O)(O)(=O)=O (sulfuric acid), C(C)O (ethanol). Run at time 6 hour. Product: C(C)OC(=O)C1=CC(=NC2=C(C=CC=C12)Br)C (8-Bromo-2-methylquinoline-4-carboxylic Acid Ethyl Ester). RXN SMILES: [Br:1][C:2]1[CH:3]=[CH:4][CH:5]=[C:6]2[C:11]=1[N:10]=[C:9]([CH3:12])[CH:8]=[C:7]2[C:13]([OH:15])=[O:14].S(=O)(=O)(O)O.[CH2:21](O)[CH3:22]>>[CH2:21]([O:14][C:13]([C:7]1[C:6]2[C:11](=[C:2]([Br:1])[CH:3]=[CH:4][CH:5]=2)[N:10]=[C:9]([CH3:12])[CH:8]=1)=[O:15])[CH3:22]. Reported procedure: A stirred mixture of 8-bromo-2-methylquinoline4-carboxylic acid (7.2 g), ethanol (150 ml) and conc. sulfuric acid (3 ml) was boiled for 6 h. After cooling to room temperature solvent was removed at reduced pressure, the residue treated with water and neutralised with solid potassium carbonate. The neutralised mixture was extracted with ethyl acetate, the extracts dried (MgSO4) and solvent removed at reduced pressure. The residue was column chromatographed (silica gel (30% diethyl ether/60-80 pet...